Dataset: the Open Reaction Database (ORD), a public repository of structured organic reaction records. Task: describe an organic reaction: reactants, conditions, products, and yield Starting materials: ClC1=NC2=CC=CC=C2C(=C1)OCC (2-Chloro-4-ethoxyquinoline), C(CN)N (ethylenediamine). The product is NCCNC1=NC2=CC=CC=C2C(=C1)OCC (2-(2-aminoethylamino)-4-ethoxyquinoline). The yield is 66.6%. Reaction SMILES: Cl[C:2]1[CH:11]=[C:10]([O:12][CH2:13][CH3:14])[C:9]2[C:4](=[CH:5][CH:6]=[CH:7][CH:8]=2)[N:3]=1.[CH2:15]([NH2:18])[CH2:16][NH2:17]>>[NH2:17][CH2:16][CH2:15][NH:18][C:2]1[CH:11]=[C:10]([O:12][CH2:13][CH3:14])[C:9]2[C:4](=[CH:5][CH:6]=[CH:7][CH:8]=2)[N:3]=1. Reported procedure: 2-Chloro-4-ethoxyquinoline (1.119 g, 5.39 mmol) and ethylenediamine (10.8 ml, 162 mmol) were heated at 60° C. for 50 h, then evaporated to dryness. The residue was purified by flash chromotography on silica gel, eluting with 0-14% ‘10% ammonia in methanol’ in dichloromethane, to give 2-(2-aminoethylamino)-4-ethoxyquinoline (0.830 g, 67%). This material (0.820 g, 3.54 mmol) was dissolved in concentrated hydrochloric acid (25 ml) and gently refluxed for 16 h. The mixture was then cooled in an ice ... Starting materials: C(=O)(O)C1C(C2=C(CN1N=O)C=CS2)O (6-carboxy-7-hydroxy-5-nitroso-4,5,6,7-tetrahydro-thieno[3,2-c]pyridine), [OH-].[Na+] (sodium hydroxide). Solvent: Cl (hydrochlorid). The product is S1C=CC=2C=NC=CC21 (thieno[3,2-c]pyridine). As a reaction SMILES: C([CH:4]1[N:9](N=O)[CH2:8][C:7]2[CH:12]=[CH:13][S:14][C:6]=2[CH:5]1O)(O)=O.[OH-].[Na+]>Cl>[S:14]1[C:6]2[CH:5]=[CH:4][N:9]=[CH:8][C:7]=2[CH:12]=[CH:13]1 |f:1.2|. Reported procedure: A solution of 24 g of the nitroso derivative obtained in Example 2 in 200 cc 6 N hydrochlorid acid is heated at 60° C. for 2 hours. Gas is evolved, and russet fumes are formed. After cooling, the brown reaction medium is made basic with aqueous sodium hydroxide and is then extracted with methylene chloride. The organic extracts are washed with water, dried over sodium sulfate, decolorized with carbon black, filtered through talc and evaporated to dryness. Vacuum distillation of the residue gives... Reactants: C(C)(C)N(CC)C(C)C (IPEA), C=1C=CC2=C(C1)N=NN2O (HOBT), FC(C(=O)O)(F)F.ClCCC\C(\C(=O)O)=C/C1=CC(=C(C=C1)N1C=NC(=C1)C)OC (5-chloro-2-{1-[3-methoxy-4-(4-methyl-1H-imidazol-1-yl)phenyl]-(E)-methylidene}valeric acid trifluoroacetic acid salt), FC1=CC=C(C(=O)NN)C=C1 (4-fluorobenzhydrazide), C([O-])(O)=O.[Na+] (sodium bicarbonate). The solvent is CN(C)C=O (DMF), C(CCl)Cl (EDC), C(C)(=O)OCC (ethyl acetate). Run at time 2 hour. Product: ClCCC\C(=C/C1=CC(=C(C=C1)N1C=NC(=C1)C)OC)\C=1OC(=NN1)C1=CC=C(C=C1)F (2-{4-chloro-1-{1-[3-methoxy-4-(4-methyl-1H-imidazol-1-yl)phenyl]-(E)-methylidene}butyl}-5-(4-fluorophenyl)[1,3,4]oxadiazole). Yield: 34.6%. Reaction SMILES: C(N(C(C)C)CC)(C)C.C1C=CC2N(O)N=NC=2C=1.FC(F)(F)C(O)=O.[Cl:27][CH2:28][CH2:29][CH2:30]/[C:31](=[CH:35]\[C:36]1[CH:41]=[CH:40][C:39]([N:42]2[CH:46]=[C:45]([CH3:47])[N:44]=[CH:43]2)=[C:38]([O:48][CH3:49])[CH:37]=1)/[C:32]([OH:34])=O.[F:50][C:51]1[CH:60]=[CH:59][C:54]([C:55]([NH:57][NH2:58])=O)=[CH:53][CH:52]=1.C(=O)(O)[O-].[Na+]>CN(C=O)C.C(OCC)(=O)C.C(Cl)CCl>[Cl:27][CH2:28][CH2:29][CH2:30]/[C:31](/[C:32]1[O:34][C:55]([C:54]2[CH:59]=[CH:60][C:51]([F:50])=[CH:52][CH:53]=2)=[N:57][N:58]=1)=[CH:35]\[C:36]1[CH:41]=[CH:40][C:39]([N:42]2[CH:46]=[C:45]([CH3:47])[N:44]=[CH:43]2)=[C:38]([O:48][CH3:49])[CH:37]=1 |f:2.3,5.6|. Reported procedure: IPEA (1.2 mL), EDC (0.89 g) and HOBT (0.62 g) were added to a suspension of 5-chloro-2-{1-[3-methoxy-4-(4-methyl-1H-imidazol-1-yl)phenyl]-(E)-methylidene}valeric acid trifluoroacetic acid salt (1.30 g) and 4-fluorobenzhydrazide (0.37 g) in DMF (25 mL) at room temperature, and the reaction solution was stirred at room temperature for two hours. A saturated sodium bicarbonate solution and ethyl acetate were added to the reaction solution, and the organic layer was separated. The organic layer was ... The reactants are OCC(=O)[C@@H](O)[C@H](O)[C@@H](O)CO (L-sorbose), C([C@@H]([C@H]([C@@H](C(=O)C(=O)O)O)O)O)O (2-keto-L-gulonic acid). The product is OCC(=O)[C@@H](O)[C@H](O)[C@@H](O)CO (L-sorbose), OC[C@H](O)[C@@H](O)[C@H](O)[C@H](O)CO (D-sorbitol). RXN SMILES: [OH:1][CH2:2][C:3]([C@H:5]([C@@H:7]([C@H:9]([CH2:11][OH:12])[OH:10])[OH:8])[OH:6])=[O:4].[CH2:13]([OH:25])[C@H:14]([OH:24])[C@@H:15]([OH:23])[C@H:16]([OH:22])[C:17]([C:19](O)=[O:20])=[O:18]>>[OH:1][CH2:2][C:3]([C@H:5]([C@@H:7]([C@H:9]([CH2:11][OH:12])[OH:10])[OH:8])[OH:6])=[O:4].[OH:25][CH2:13][C@@H:14]([C@H:15]([C@@H:16]([C@@H:17]([CH2:19][OH:20])[OH:18])[OH:22])[OH:23])[OH:24]. Procedure details: Transposon mutagenesis was carried out (Manning R. F. et al., U.S. Pat. No. 5,082,785) to construct L-sorbose reductase deficient strain from 2-keto-L-gulonic acid-producing L42-9 strain. Any strains which produce L-sorbose from D-sorbitol and assimilate the resulting L-sorbose by L-sorbose reductase of the present invention can be obtained from G. melanogenus IFO 3293 by means of multi-step mutations with chemical mutagens including NTG and ICR170, ultraviolet irradiation etc. E. coli W3110 car... Starting materials: CC(C)([O-])C.[K+] (Potassium t-butoxide), C(COCCOCCOCCO)O (tetraethylene glycol), [Cl-].CC(COCCOCCOCCOCCOCCO)O (methyl hexaethylene glycol chloride), ice acetone, Cl (hydrochloric acid). Conditions: temperature 120 celsius, time 8 hour. Product: COCCOCCOCCOCCOCCOCCOCCOCCOCCOCCO (decaethylene glycol monomethyl ether). Yield: 45.0%. As a reaction SMILES: [CH3:1]C(C)([O-])C.[K+].[CH2:7]([OH:19])[CH2:8][O:9][CH2:10][CH2:11][O:12][CH2:13][CH2:14][O:15][CH2:16][CH2:17][OH:18].[Cl-].C[CH:22]([OH:40])[CH2:23][O:24][CH2:25][CH2:26][O:27][CH2:28][CH2:29][O:30][CH2:31][CH2:32][O:33][CH2:34][CH2:35][O:36][CH2:37][CH2:38]O.Cl>>[CH3:1][O:18][CH2:17][CH2:16][O:15][CH2:14][CH2:13][O:12][CH2:11][CH2:10][O:9][CH2:8][CH2:7][O:19][CH2:38][CH2:37][O:36][CH2:35][CH2:34][O:33][CH2:32][CH2:31][O:30][CH2:29][CH2:28][O:27][CH2:26][CH2:25][O:24][CH2:23][CH2:22][OH:40] |f:0.1,3.4|. Reported procedure: Potassium t-butoxide (Aldrich, 95%, 39.0 g) was added to a solution of tetraethylene glycol (Aldrich, 412.7 g) and methyl hexaethylene glycol chloride from above (95.8 g) at 18° C. over a 25 min period (ice/acetone bath). The reaction mixture was then stirred at 120° C. overnight. The pH was adjusted to 7 by the addition of hydrochloric acid (12 N, 11.7 ml), and volatiles were removed (64 Pa (0.48 Torr), up to 185° C.). The residual dark oil was diluted with toluene (250 ml), and treated with ca... Reactants: Fc1ccc(C2=NOC(c3cc(Cl)cc(Cl)c3)(C(F)(F)F)C2)c2ccccc12, [N-]=[N+]=[N-], [Na+], CN(C)C=O. Yields the product [N-]=[N+]=Nc1ccc(C2=NOC(c3cc(Cl)cc(Cl)c3)(C(F)(F)F)C2)c2ccccc12. Reaction SMILES: [Cl:5][c:6]1[cH:7][c:8]([C:13]2([C:29]([F:30])([F:31])[F:32])[CH2:14][C:15]([c:18]3[cH:19][cH:20][c:21]([F:28])[c:22]4[cH:23][cH:24][cH:25][cH:26][c:27]34)=[N:16][O:17]2)[cH:9][c:10]([Cl:12])[cH:11]1.[N-:2]=[N+:3]=[N-:4].[Na+:1].[O:33]=[CH:34][N:35]([CH3:36])[CH3:37]>>[N:2](=[N+:3]=[N-:4])[c:21]1[cH:20][cH:19][c:18]([C:15]2=[N:16][O:17][C:13]([c:8]3[cH:7][c:6]([Cl:5])[cH:11][c:10]([Cl:12])[cH:9]3)([C:29]([F:30])([F:31])[F:32])[CH2:14]2)[c:27]2[c:22]1[cH:23][cH:24][cH:25][cH:26]2.